From a dataset of the Open Reaction Database (ORD), a public repository of structured organic reaction records. describe an organic reaction: reactants, conditions, products, and yield The reactants are ClC=1N=C2C(=NC1OC1=C(C=C(C=C1)F)F)NN=C2C2=C(C=CC=C2)Cl (5-Chloro-3-(2-chloro-phenyl)-6-(2,4-difluoro-phenoxy)-1H-pyrazolo[3,4-b]pyrazine), NC[C@H](C)O ((S)-1-amino-2-propanol). Run in C(C)O (ethanol). Conditions: time 16 hour. Yields the product ClC1=C(C=CC=C1)C1=NNC2=NC(=C(N=C21)NC[C@@H](C)O)OC2=C(C=C(C=C2)F)F ((R)-1-[3-(2-Chloro-phenyl)-6-(2,4-difluoro-phenoxy)-1H-pyrazolo[3,4-b]pyrazin-5-ylamino]-propan-2-ol). The yield is 11.2%. Reaction SMILES: Cl[C:2]1[N:3]=[C:4]2[C:19]([C:20]3[CH:25]=[CH:24][CH:23]=[CH:22][C:21]=3[Cl:26])=[N:18][NH:17][C:5]2=[N:6][C:7]=1[O:8][C:9]1[CH:14]=[CH:13][C:12]([F:15])=[CH:11][C:10]=1[F:16].[NH2:27][CH2:28][C@@H:29]([OH:31])[CH3:30]>C(O)C>[Cl:26][C:21]1[CH:22]=[CH:23][CH:24]=[CH:25][C:20]=1[C:19]1[C:4]2[C:5](=[N:6][C:7]([O:8][C:9]3[CH:14]=[CH:13][C:12]([F:15])=[CH:11][C:10]=3[F:16])=[C:2]([NH:27][CH2:28][C@H:29]([OH:31])[CH3:30])[N:3]=2)[NH:17][N:18]=1. Procedure details: To a stirring ethanol (100 mL) suspension of 5-Chloro-3-(2-chloro-phenyl)-6-(2,4-difluoro-phenoxy)-1H-pyrazolo[3,4-b]pyrazine (0.66 g, 1.7 mmol) under nitrogen at room temperature was added (S)-1-amino-2-propanol (0.63 g, 8.4 mmol). The reaction mixture was heated to reflux and stirred for 16 hours at reflux. The reaction mixture was cooled and concentrated under reduced pressure. The residue was chromatographed (2% MeOH in hexanes) to yield 82 mg of (R)-1-[3-(2-Chloro-phenyl)-6-(2,4-difluoro-ph... Reactants: Cl.CC1=C(C(=CC=C1)C)NC(=N)NC(=O)N (1-(2',6'-dimethylphenyl)amidinourea hydrochloride), COC(N(C)C)OC (N,N-dimethylformamide dimethylacetal). Run in CC#N (CH3CN). Conditions: time 10 minute. Yields the product CC1=C(C(=CC=C1)C)N1C(N=C(N=C1)N)=O (1-(2',6' -dimethylphenyl)-4-amino-1,2-dihydro-1,3,5-triazin-2-one). As a reaction SMILES: Cl.[CH3:2][C:3]1[CH:8]=[CH:7][CH:6]=[C:5]([CH3:9])[C:4]=1[NH:10][C:11]([NH:13][C:14]([NH2:16])=O)=N.C[O:18][CH:19](OC)[N:20](C)C>CC#N>[CH3:9][C:5]1[CH:6]=[CH:7][CH:8]=[C:3]([CH3:2])[C:4]=1[N:10]1[CH:11]=[N:13][C:14]([NH2:16])=[N:20][C:19]1=[O:18] |f:0.1|. Procedure details: To a magnetically stirred suspension of 9.7 g. (40 mmol) of 1-(2',6'-dimethylphenyl)amidinourea hydrochloride in 50 ml. of CH3CN at room temperature is added 5.7 g. (48 mmol) of N,N-dimethylformamide dimethylacetal. The reaction mixture is stirred for 10 minutes after which all of the solid material goes into solution. The solution is stirred for 5 minutes after which a seed crystal is added. A white solid precipitates. The reaction mixture is stirred for an additional 1.5 hours, after which the... Yields the product CC(C)N1CCc2ccc(C(O)CCC(=O)N3CCC(c4ccc(Cl)cc4)CC3)cc2CC1. The reactants are [BH4-], CO, CC(C)N1CCc2ccc(C(=O)CCC(=O)N3CCC(c4ccc(Cl)cc4)CC3)cc2CC1, [Na+]. RXN SMILES: [BH4-:1].[CH3:36][OH:37].[Cl:3][c:4]1[cH:5][cH:6][c:7]([CH:10]2[CH2:11][CH2:12][N:13]([C:16]([CH2:17][CH2:18][C:19](=[O:20])[c:21]3[cH:22][c:23]4[c:24]([cH:33][cH:34]3)[CH2:25][CH2:26][N:27]([CH:30]([CH3:31])[CH3:32])[CH2:28][CH2:29]4)=[O:35])[CH2:14][CH2:15]2)[cH:8][cH:9]1.[Na+:2]>>[Cl:3][c:4]1[cH:5][cH:6][c:7]([CH:10]2[CH2:11][CH2:12][N:13]([C:16]([CH2:17][CH2:18][CH:19]([OH:20])[c:21]3[cH:22][c:23]4[c:24]([cH:33][cH:34]3)[CH2:25][CH2:26][N:27]([CH:30]([CH3:31])[CH3:32])[CH2:28][CH2:29]4)=[O:35])[CH2:14][CH2:15]2)[cH:8][cH:9]1. Reactants: white solid, [N+](=O)([O-])NC(=O)N (Nitrourea), N1(CCCCC1)CCOC1CNCC1 (3-(2-piperidinoethoxy)pyrrolidine), crude product, [OH-].[Na+] (sodium hydroxide). Yields the product N1(CCCCC1)CCOC1CN(CC1)C(=O)N (3-(2-Piperidinoethoxy)-1-pyrrolidinecarboxamide). Procedure: Nitrourea (7.3 g., 0.055 mole of 80% wet reagent) and 3-(2-piperidinoethoxy)pyrrolidine were stirred together in 100 ml. ethanol at reflux for 2 hr. After cooling, the reaction mixture was filtered and the filtrate concentrated to give 12.5 g. solid material which was determined by nuclear magnetic resonance spectrum analysis to be a salt. The crude product was treated with dilute sodium hydroxide solution and the free base extracted into chloroform twice. The chloroform extracts were combined, ... Run in C(C)O (ethanol). As a reaction SMILES: [N+]([NH:4][C:5]([NH2:7])=[O:6])([O-])=O.[N:8]1([CH2:14][CH2:15][O:16][CH:17]2[CH2:21][CH2:20]N[CH2:18]2)[CH2:13][CH2:12][CH2:11][CH2:10][CH2:9]1.[OH-].[Na+]>C(O)C>[N:8]1([CH2:14][CH2:15][O:16][CH:17]2[CH2:21][CH2:20][N:4]([C:5]([NH2:7])=[O:6])[CH2:18]2)[CH2:13][CH2:12][CH2:11][CH2:10][CH2:9]1 |f:2.3|. The reactants are O=C1CCCN(Cc2ccccc2)C1, CCO, O, Nc1ccc(-n2ccnc2)cc1. Yields the product c1ccc(CN2CCCC(Nc3ccc(-n4ccnc4)cc3)C2)cc1. RXN SMILES: [CH2:1]([c:2]1[cH:3][cH:4][cH:5][cH:6][cH:7]1)[N:8]1[CH2:9][C:10](=[O:14])[CH2:11][CH2:12][CH2:13]1.[CH3:28][CH2:29][OH:30].[OH2:27].[n:15]1(-[c:20]2[cH:21][cH:22][c:23]([NH2:24])[cH:25][cH:26]2)[cH:16][n:17][cH:18][cH:19]1>>[CH2:1]([c:2]1[cH:3][cH:4][cH:5][cH:6][cH:7]1)[N:8]1[CH2:9][CH:10]([NH:24][c:23]2[cH:22][cH:21][c:20](-[n:15]3[cH:16][n:17][cH:18][cH:19]3)[cH:26][cH:25]2)[CH2:11][CH2:12][CH2:13]1. Reactants: CC(C)O, O=C(CCl)Nc1ccccc1CO, [Na+], [OH-]. Yields the product O=C1COCc2ccccc2N1. RXN SMILES: [CH:16]([OH:17])([CH3:18])[CH3:19].[Cl:1][CH2:2][C:3](=[O:4])[NH:5][c:6]1[c:7]([CH2:12][OH:13])[cH:8][cH:9][cH:10][cH:11]1.[Na+:15].[OH-:14]>>[CH2:2]1[C:3](=[O:4])[NH:5][c:6]2[c:7]([cH:8][cH:9][cH:10][cH:11]2)[CH2:12][O:13]1. Starting materials: COc1ccc(C2C(CCC(Br)c3ccccc3)C(=O)N2c2ccc(C#N)cc2)cc1, CCCC[N+](CCCC)(CCCC)CCCC, O=C([O-])C(F)(F)F, C1COCCO1. Product: COc1ccc(C2C(CCC(O)c3ccccc3)C(=O)N2c2ccc(C#N)cc2)cc1. As a reaction SMILES: [Br:1][CH:2]([CH2:3][CH2:4][CH:5]1[CH:6]([c:18]2[cH:19][cH:20][c:21]([O:24][CH3:25])[cH:22][cH:23]2)[N:7]([c:10]2[cH:11][cH:12][c:13]([C:14]#[N:15])[cH:16][cH:17]2)[C:8]1=[O:9])[c:26]1[cH:27][cH:28][cH:29][cH:30][cH:31]1.[CH2:39]([N+:40]([CH2:41][CH2:42][CH2:43][CH3:44])([CH2:45][CH2:46][CH2:47][CH3:48])[CH2:49][CH2:50][CH2:51][CH3:52])[CH2:53][CH2:54][CH3:55].[F:32][C:33]([F:34])([F:36])[C:37](=[O:35])[O-:38].[O:56]1[CH2:57][CH2:58][O:59][CH2:60][CH2:61]1>>[CH:2]([CH2:3][CH2:4][CH:5]1[CH:6]([c:18]2[cH:19][cH:20][c:21]([O:24][CH3:25])[cH:22][cH:23]2)[N:7]([c:10]2[cH:11][cH:12][c:13]([C:14]#[N:15])[cH:16][cH:17]2)[C:8]1=[O:9])([c:26]1[cH:27][cH:28][cH:29][cH:30][cH:31]1)[OH:35]. Starting materials: Nc1nc2c(ncn2C2OC(CO)C(O)C2O)c(=O)[nH]1, C[Si](C)(C)Cl, N, O, O. Yields the product Nc1nc(N)c2ncn(C3OC(CO)C(O)C3O)c2n1. RXN SMILES: [CH:3]1([n:12]2[cH:13][n:14][c:15]3[c:16](=[O:17])[nH:18][c:19]([NH2:20])[n:21][c:22]23)[CH:4]([OH:5])[CH:6]([OH:7])[CH:8]([CH2:9][OH:10])[O:11]1.[Cl:23][Si:24]([CH3:25])([CH3:26])[CH3:27].[NH3:1].[OH2:28].[OH2:2]>>[NH2:1][c:16]1[c:15]2[n:14][cH:13][n:12]([CH:3]3[CH:4]([OH:5])[CH:6]([OH:7])[CH:8]([CH2:9][OH:10])[O:11]3)[c:22]2[n:21][c:19]([NH2:20])[n:18]1. Reactants: [Al+3], O=C(Cl)C1CCCC1, [Cl-], [Cl-], [Cl-], Cc1coc2ccc(F)cc12, C[N+](=O)[O-], O. The product is Cc1c(C(=O)C2CCCC2)oc2ccc(F)cc12. RXN SMILES: [Al+3:21].[CH:12]1([C:17](=[O:18])[Cl:19])[CH2:13][CH2:14][CH2:15][CH2:16]1.[Cl-:20].[Cl-:22].[Cl-:23].[F:1][c:2]1[cH:3][cH:4][c:5]2[c:6]([c:7]([CH3:10])[cH:8][o:9]2)[cH:11]1.[N+:25]([CH3:26])([O-:27])=[O:28].[OH2:24]>>[F:1][c:2]1[cH:3][cH:4][c:5]2[c:6]([c:7]([CH3:10])[c:8]([C:17]([CH:12]3[CH2:13][CH2:14][CH2:15][CH2:16]3)=[O:18])[o:9]2)[cH:11]1. Starting materials: CN(C)CC1CSc2cc(Cl)ccc2C1=O, Cl, O, c1c[nH]cn1. Product: O=C1c2ccc(Cl)cc2SCC1Cc1ncc[nH]1. As a reaction SMILES: [Cl:7][c:8]1[cH:9][cH:10][c:11]2[c:16]([cH:17]1)[S:15][CH2:14][CH:13]([CH2:18][N:19]([CH3:20])[CH3:21])[C:12]2=[O:22].[ClH:6].[OH2:23].[nH:1]1[cH:2][n:3][cH:4][cH:5]1>>[nH:1]1[c:2]([CH2:18][CH:13]2[C:12](=[O:22])[c:11]3[cH:10][cH:9][c:8]([Cl:7])[cH:17][c:16]3[S:15][CH2:14]2)[n:3][cH:4][cH:5]1.